This data is from the Open Reaction Database (ORD), a public repository of structured organic reaction records. The task is: describe an organic reaction: reactants, conditions, products, and yield The reactants are Fc1cccc(F)c1C1N=CC=C(c2ccc(Br)cc2)N1Cl, [C-]#N, CN(C)C=O, [K+], [Na+], O, Cc1ccccc1S(=O)[O-]. Product: N#CN1C(c2ccc(Br)cc2)=CC=NC1c1c(F)cccc1F. Reaction SMILES: [Br:1][c:2]1[cH:3][cH:4][c:5]([C:8]2=[CH:13][CH:12]=[N:11][CH:10]([c:14]3[c:15]([F:21])[cH:16][cH:17][cH:18][c:19]3[F:20])[N:9]2[Cl:22])[cH:6][cH:7]1.[C-:28]#[N:29].[CH3:23][N:24]([CH3:25])[CH:26]=[O:27].[K+:30].[Na+:41].[OH2:42].[c:31]1([CH3:32])[cH:33][cH:34][cH:35][cH:36][c:37]1[S:38]([O-:39])=[O:40]>>[Br:1][c:2]1[cH:3][cH:4][c:5]([C:8]2=[CH:13][CH:12]=[N:11][CH:10]([c:14]3[c:15]([F:21])[cH:16][cH:17][cH:18][c:19]3[F:20])[N:9]2[C:23]#[N:24])[cH:6][cH:7]1. Starting materials: NC(NCCC[C@@H](NC(C(C1=CC=CC=C1)C1=CC=CC=C1)=O)C(=O)O)=N[N+](=O)[O-] ((R)-N5 -[amino(nitroimino)methyl]-N2 -(diphenylacetyl)-ornithine), CNS(=O)(=O)CC1=CC=C(C=C1)CN (4-(methylamino-sulphonylmethyl)benzenemethanamine), CN(C)C(=[N+](C)C)ON1C2=C(C=CC=C2)N=N1.[B-](F)(F)(F)F (TBTU). Yields the product NC(NCCC[C@@H](NC(C(C1=CC=CC=C1)C1=CC=CC=C1)=O)C(=O)NCC1=CC=C(C=C1)CS(=O)(=O)NC)=N[N+](=O)[O-] ((R)-N5 -[Amino(nitroimino)methyl]-N2 -(diphenylacetyl)-N- [[4-(methylaminosulphonylmethyl)phenyl]methyl]-ornithinamide). The yield is 70.0%. Reaction SMILES: [NH2:1][C:2](=[N:27][N+:28]([O-:30])=[O:29])[NH:3][CH2:4][CH2:5][CH2:6][C@H:7]([C:24](O)=[O:25])[NH:8][C:9](=[O:23])[CH:10]([C:17]1[CH:22]=[CH:21][CH:20]=[CH:19][CH:18]=1)[C:11]1[CH:16]=[CH:15][CH:14]=[CH:13][CH:12]=1.[CH3:31][NH:32][S:33]([CH2:36][C:37]1[CH:42]=[CH:41][C:40]([CH2:43][NH2:44])=[CH:39][CH:38]=1)(=[O:35])=[O:34].CN(C(ON1N=NC2C=CC=CC1=2)=[N+](C)C)C.[B-](F)(F)(F)F>>[NH2:1][C:2](=[N:27][N+:28]([O-:30])=[O:29])[NH:3][CH2:4][CH2:5][CH2:6][C@H:7]([C:24]([NH:44][CH2:43][C:40]1[CH:41]=[CH:42][C:37]([CH2:36][S:33]([NH:32][CH3:31])(=[O:35])=[O:34])=[CH:38][CH:39]=1)=[O:25])[NH:8][C:9](=[O:23])[CH:10]([C:11]1[CH:12]=[CH:13][CH:14]=[CH:15][CH:16]=1)[C:17]1[CH:22]=[CH:21][CH:20]=[CH:19][CH:18]=1 |f:2.3|. Procedure details: Prepared analogously to Example 6d) from (R)-N5 -[amino(nitroimino)methyl]-N2 -(diphenylacetyl)-ornithine, 4-(methylamino-sulphonylmethyl)benzenemethanamine and TBTU in a yield of 70% of theory. Colourless amorphous substance. The yield is 94.0%. Yields the product COC1=C(C#N)C(=CC=C1)[N+](=O)[O-] (2-methoxy-6-nitrobenzonitrile). RXN SMILES: [Na].[N+:2]([C:5]1[CH:12]=[CH:11][CH:10]=[C:9]([N+]([O-])=O)[C:6]=1[C:7]#[N:8])([O-:4])=[O:3].[CH3:16][OH:17]>>[CH3:16][O:17][C:9]1[CH:10]=[CH:11][CH:12]=[C:5]([N+:2]([O-:4])=[O:3])[C:6]=1[C:7]#[N:8] |^1:0|. Reported procedure: A solution of sodium methoxide, obtained by adding sodium (1.68 g, 73.1 mmol) to anhydrous MeOH (73 mL), was added to 2,6-dinitrobenzonitrile (13.20 g, 68.4 mmol) in dry MeOH (284 mL) under nitrogen at room temperature over 10 min. The reaction was refluxed for 1 hour, and then MeOH was removed under vacuum. Dichloromethane (400 mL) was added, and the insoluble solids were filtered out. The organic layer was washed with brine (100 mL), dried with MgSO4, and removed under vacuum to give 11.45 g (... The reactants are [N+](=O)([O-])C1=C(C#N)C(=CC=C1)[N+](=O)[O-] (2,6-dinitrobenzonitrile), CO (MeOH), [Na] (sodium), CO (MeOH). Reactants: FC1=C(C=CC(=C1)F)C1(OC1)C(C1=CC=C(C=N1)C(O)C1=CC=C(C=C1)C(F)(F)F)(F)F ((6-((2-(2,4-difluorophenyl)oxiran-2-yl)difluoromethyl)pyridin-3-yl)(4-(trifluoromethyl)phenyl)methanol), N1N=NN=C1 (1H-tetrazole), C(=O)([O-])[O-].[K+].[K+] (K2CO3). Solvent: ice, CN(C)C=O (DMF). Reaction conditions: temperature 65 celsius, time 16 hour. The product is FC1=C(C=CC(=C1)F)C(C(C1=NC=C(C=C1)C(C1=CC=C(C=C1)C(F)(F)F)O)(F)F)(CN1N=NN=C1)O (2-(2,4-Difluorophenyl)-1,1-difluoro-1-(5-(hydroxy(4-(trifluoromethyl)phenyl)methyl)pyridin-2-yl)-3-(1H-tetrazol-1-yl)propan-2-ol). Isolated yield 178.1%. RXN SMILES: [F:1][C:2]1[CH:7]=[C:6]([F:8])[CH:5]=[CH:4][C:3]=1[C:9]1([C:12]([F:32])([F:31])[C:13]2[N:18]=[CH:17][C:16]([CH:19]([C:21]3[CH:26]=[CH:25][C:24]([C:27]([F:30])([F:29])[F:28])=[CH:23][CH:22]=3)[OH:20])=[CH:15][CH:14]=2)[CH2:11][O:10]1.[NH:33]1[CH:37]=[N:36][N:35]=[N:34]1.C([O-])([O-])=O.[K+].[K+]>CN(C=O)C>[F:1][C:2]1[CH:7]=[C:6]([F:8])[CH:5]=[CH:4][C:3]=1[C:9]([OH:10])([CH2:11][N:33]1[CH:37]=[N:36][N:35]=[N:34]1)[C:12]([F:31])([F:32])[C:13]1[CH:14]=[CH:15][C:16]([CH:19]([OH:20])[C:21]2[CH:26]=[CH:25][C:24]([C:27]([F:28])([F:30])[F:29])=[CH:23][CH:22]=2)=[CH:17][N:18]=1 |f:2.3.4|. Procedure: To a stirred solution of (6-((2-(2,4-difluorophenyl)oxiran-2-yl)difluoromethyl)pyridin-3-yl)(4-(trifluoromethyl)phenyl)methanol (AM; 600 mg, 0.32 mmol) in dry DMF (10 mL) was added 1H-tetrazole (138 mg, 1.97 mmol) followed by K2CO3 (181 mg, 1.31 mmol) at RT under inert atmosphere. The resulting reaction mixture was gradually heated up to 65° C. and stirred for 16 h; progress of the reaction was monitored by TLC. The reaction mixture was cooled to RT, diluted with ice-cold water (50 mL) and extra... The reactants are C(CCC)C=1N(C(=C(N1)C(CC)(C)O)C#N)CC1=CC=C(C=C1)C1=C(C=CC=C1)C1=NN=NN1 (2-butyl-5-cyano-4-(1-hydroxy-1-methylpropyl)-1-{4-[2-(tetrazol-5-yl)phenyl]phenyl}methylimidazole), O.[OH-].[Li+] (lithium hydroxide monohydrate), Cl (hydrochloric acid). Solvent: O (water). Conditions: time 16 hour. Yields the product C(CCC)C=1N(C(=C(N1)C(CC)(C)O)C(=O)O)CC1=CC=C(C=C1)C1=C(C=CC=C1)C1=NN=NN1 (2-Butyl-4-(1-hydroxy-1-methylpropyl)-1-{4-[2-(tetrazol-5-yl)phenyl]phenyl}methylimidazole-5-carboxylic acid). Yield: 80.5%. Reaction SMILES: [CH2:1]([C:5]1[N:6]([CH2:17][C:18]2[CH:23]=[CH:22][C:21]([C:24]3[CH:29]=[CH:28][CH:27]=[CH:26][C:25]=3[C:30]3[NH:34][N:33]=[N:32][N:31]=3)=[CH:20][CH:19]=2)[C:7]([C:15]#N)=[C:8]([C:10]([OH:14])([CH3:13])[CH2:11][CH3:12])[N:9]=1)[CH2:2][CH2:3][CH3:4].[OH2:35].[OH-:36].[Li+].Cl>O>[CH2:1]([C:5]1[N:6]([CH2:17][C:18]2[CH:23]=[CH:22][C:21]([C:24]3[CH:29]=[CH:28][CH:27]=[CH:26][C:25]=3[C:30]3[NH:34][N:33]=[N:32][N:31]=3)=[CH:20][CH:19]=2)[C:7]([C:15]([OH:36])=[O:35])=[C:8]([C:10]([OH:14])([CH3:13])[CH2:11][CH3:12])[N:9]=1)[CH2:2][CH2:3][CH3:4] |f:1.2.3|. Procedure: A mixture of 360 mg of 2-butyl-5-cyano-4-(1-hydroxy-1-methylpropyl)-1-{4-[2-(tetrazol-5-yl)phenyl]phenyl}methylimidazole [prepared as described in step (b) above], 266 mg of lithium hydroxide monohydrate and 3.6 ml of water was stirred in an oil bath kept at 115° C. for 16 hours. At the end of this time, the reaction mixture was cooled and 6.4 ml of 1N aqueous hydrochloric acid were added to the mixture, whilst ice-cooling. The crystals which precipitated were collected by filtration, to give 30... As a reaction SMILES: Br[C:2]1[CH:7]=[CH:6][C:5]([Cl:8])=[C:4]([C:9]([F:12])([F:11])[F:10])[CH:3]=1.II.[Cl:15][C:16]1[C:21]([CH:22]=[O:23])=[CH:20][CH:19]=[CH:18][C:17]=1[NH:24][C:25](=[O:27])[CH3:26].[NH4+].[Cl-]>C1COCC1>[Cl:15][C:16]1[C:21]([CH:22]([C:2]2[CH:7]=[CH:6][C:5]([Cl:8])=[C:4]([C:9]([F:12])([F:11])[F:10])[CH:3]=2)[OH:23])=[CH:20][CH:19]=[CH:18][C:17]=1[NH:24][C:25](=[O:27])[CH3:26] |f:3.4|. Reaction conditions: temperature 32.5 celsius, time 2.5 hour. Starting materials: ClC1=C(C=CC=C1C=O)NC(C)=O (N-(2-chloro-3-formylphenyl)acetamide), [NH4+].[Cl-] (NH4Cl), BrC1=CC(=C(C=C1)Cl)C(F)(F)F (4-bromo-1-chloro-2-(trifluoromethyl)benzene), Mg, II (I2). Run in C1CCOC1 (THF), C1CCOC1 (THF), C1CCOC1 (THF). The product is ClC1=C(C=CC=C1C(O)C1=CC(=C(C=C1)Cl)C(F)(F)F)NC(C)=O ((±)-N-[2-chloro-3-[[4-chloro-3-(trifluoromethyl)phenyl]hydroxymethyl]phenyl]acetamide). Procedure details: A solution of 4-bromo-1-chloro-2-(trifluoromethyl)benzene (0.165 mol) in THF (30 ml) was added dropwise under N2 flow to a suspension of Mg (0.181 mol) and a crystal of I2 in THF (20 ml). The mixture was stirred at 30-35° C. for 2.5 hours and then cooled to 10° C. The mixture was added dropwise at 5° C. under N2 flow to a solution of N-(2-chloro-3-formylphenyl)acetamide (0.0788 mol) in THF (500 ml). The mixture was stirred at RT for 3 hours, poured out into ice and NH4Cl, and extracted with EtOA... The yield is 74.5%. Starting materials: NC1=NC=C(C(=N1)N[C@@H](C)C=1N(C(C2=C(C=CC=C2C1)Cl)=O)C1=CC=CC=C1)I ((S)-3-(1-((2-amino-5-iodopyrimidin-4-yl)amino)ethyl)-8-chloro-2-phenylisoquinolin-1(2H)-one), C(#N)[Cu] (cyanocopper). Solvent: CN(C)C=O (DMF). Procedure: To a solution of (S)-3-(1-((2-amino-5-iodopyrimidin-4-yl)amino)ethyl)-8-chloro-2-phenylisoquinolin-1(2H)-one 7 (700 mg, 1.35 mmol) in DMF (40 mL), cyanocopper (243 mg, 2.7 mmol), tetrakis(triphenylphosphine) palladium(0) (779 mg, 0.68 mmol), and copper iodide (180 mg, 0.95 mmol) were added and the resulting mixture was stirred at 80° C. for 16 h. The mixture was allowed to cool to RT, quenched with water and extracted with ethyl acetate (2×50 mL). The combined organic layers were washed with bri... Product: NC1=NC=C(C(=N1)N[C@@H](C)C=1N(C(C2=C(C=CC=C2C1)Cl)=O)C1=CC=CC=C1)C#N ((S)-2-amino-4-((1-(8-chloro-1-oxo-2-phenyl-1,2-dihydroisoquinolin-3-yl)ethyl)amino)pyrimidine-5-carbonitrile). Conditions: temperature 80 celsius, time 16 hour. The reagents and catalysts are [Pd].C1(=CC=CC=C1)P(C1=CC=CC=C1)C1=CC=CC=C1.C1(=CC=CC=C1)P(C1=CC=CC=C1)C1=CC=CC=C1.C1(=CC=CC=C1)P(C1=CC=CC=C1)C1=CC=CC=C1.C1(=CC=CC=C1)P(C1=CC=CC=C1)C1=CC=CC=C1 (tetrakis(triphenylphosphine) palladium(0)), [Cu](I)I (copper iodide). Reaction SMILES: [NH2:1][C:2]1[N:7]=[C:6]([NH:8][C@H:9]([C:11]2[N:12]([C:23]3[CH:28]=[CH:27][CH:26]=[CH:25][CH:24]=3)[C:13](=[O:22])[C:14]3[C:19]([CH:20]=2)=[CH:18][CH:17]=[CH:16][C:15]=3[Cl:21])[CH3:10])[C:5](I)=[CH:4][N:3]=1.[C:30]([Cu])#[N:31]>CN(C=O)C.[Pd].C1(P(C2C=CC=CC=2)C2C=CC=CC=2)C=CC=CC=1.C1(P(C2C=CC=CC=2)C2C=CC=CC=2)C=CC=CC=1.C1(P(C2C=CC=CC=2)C2C=CC=CC=2)C=CC=CC=1.C1(P(C2C=CC=CC=2)C2C=CC=CC=2)C=CC=CC=1.[Cu](I)I>[NH2:1][C:2]1[N:7]=[C:6]([NH:8][C@H:9]([C:11]2[N:12]([C:23]3[CH:28]=[CH:27][CH:26]=[CH:25][CH:24]=3)[C:13](=[O:22])[C:14]3[C:19]([CH:20]=2)=[CH:18][CH:17]=[CH:16][C:15]=3[Cl:21])[CH3:10])[C:5]([C:30]#[N:31])=[CH:4][N:3]=1 |f:3.4.5.6.7|. Yield: 98.4%. Solvent: ClCCl (dichloromethane). Reaction SMILES: [F:1][C:2]1[CH:7]=[CH:6][C:5]([C:8]2[C:13]([O:14][CH3:15])=[CH:12][CH:11]=[C:10]([CH:16]([OH:20])[CH:17]([CH3:19])[CH3:18])[CH:9]=2)=[CH:4][CH:3]=1>ClCCl.[O-2].[O-2].[Mn+4]>[F:1][C:2]1[CH:7]=[CH:6][C:5]([C:8]2[C:13]([O:14][CH3:15])=[CH:12][CH:11]=[C:10]([C:16](=[O:20])[CH:17]([CH3:18])[CH3:19])[CH:9]=2)=[CH:4][CH:3]=1 |f:2.3.4|. Yields the product FC1=CC=C(C=C1)C1=CC(=CC=C1OC)C(C(C)C)=O (1-(4′-fluoro-6-methoxy[1,1′-biphenyl]-3-yl)-2-methyl-1-propanone). Reagents/catalysts: [O-2].[O-2].[Mn+4] (manganese(IV) dioxide), [O-2].[O-2].[Mn+4] (Manganese(IV) dioxide). Reported procedure: To a solution of 1-(4′-fluoro-6-methoxy[1,1′-biphenyl]-3-yl)-2-methyl-1-propanol (3.82 g) in dichloromethane (60 ml) was added manganese(IV) dioxide (12.1 g), and the mixture was stirred at room temperature for 17 h. Manganese(IV) dioxide (17.7 g) was added and the mixture was stirred at room temperature for 1.5 h. The mixture was heated under reflux for 22 h and filtered through Celite. The solvent was evaporated under reduced pressure to give the title compound (3.73 g) as a yellow oil. Reaction conditions: time 17 hour. The reactants are FC1=CC=C(C=C1)C1=CC(=CC=C1OC)C(C(C)C)O (1-(4′-fluoro-6-methoxy[1,1′-biphenyl]-3-yl)-2-methyl-1-propanol). Reactants: C(CCCCCCCCC)C1CC2=CC=C(C=C2C1)C1=NC=C(C=N1)O (2-(2-decylindan-5-yl)pyrimidine-5-ol), C(CCCC)C1=CC=C(C=C1)C1=NC2=CC=C(C=C2C=C1)O (2-(4-pentylphenyl)quinoline-6-ol), C1(=CC=C(C=C1)S(=O)(=O)OCCCC1=CC=CC=C1)C (3-phenylpropyl p-toluenesulfonate). Yields the product C1(=CC=C(C=C1)S(=O)(=O)OCCCCCC1=CC=CC=C1)C (5-phenylpentyl p-toluenesulfonate). The yield is 58.3%. Reaction SMILES: [CH2:1]([CH:11]1[CH2:19][C:18]2[C:13](=[CH:14][CH:15]=[C:16](C3N=CC(O)=CN=3)[CH:17]=2)C1)[CH2:2][CH2:3]CCCCCCC.C(C1C=CC(C2C=CC3C(=CC=C(O)C=3)N=2)=CC=1)CCCC.[C:49]1([CH3:68])[CH:54]=[CH:53][C:52]([S:55]([O:58]CCCC2C=CC=CC=2)(=[O:57])=[O:56])=[CH:51][CH:50]=1>>[C:49]1([CH3:68])[CH:50]=[CH:51][C:52]([S:55]([O:58][CH2:3][CH2:2][CH2:1][CH2:11][CH2:19][C:18]2[CH:17]=[CH:16][CH:15]=[CH:14][CH:13]=2)(=[O:56])=[O:57])=[CH:53][CH:54]=1. Procedure details: An objective product was prepared in the same manner as in Example 2 except that 2-(2-decylindan-5-yl)pyrimidine-5-ol was changed to 2-(4-pentylphenyl)quinoline-6-ol and 3-phenylpropyl p-toluenesulfonate was changed to 5-phenylpentyl p-toluenesulfonate (Yield: 58.3%). Starting materials: COCC#CC1=C(C=C(C(=O)NC2[C@]3(CC[C@@H](C2(C)C)C3)C)C=C1)S(=O)(=O)N1CCOCC1 (4-(3-methoxyprop-1-ynyl)-3-(morpholinosulfonyl)-N-((1S,4R)-1,3,3-trimethylbicyclo[2.2.1]heptan-2-yl)benzamide). The reagents and catalysts are [Pd] (palladium on carbon). The solvent is C(C)O (ethanol). Reaction conditions: time 2 hour. Product: COCCCC1=C(C=C(C(=O)NC2[C@]3(CC[C@@H](C2(C)C)C3)C)C=C1)S(=O)(=O)N1CCOCC1 (4-(3-Methoxy-propyl)-3-(morpholine-4-sulfonyl)-N-((1S,4R)-1,3,3-trimethyl-bicyclo[2.2.1]hept-2-yl)-benzamide). The yield is 54.5%. As a reaction SMILES: [CH3:1][O:2][CH2:3][C:4]#[C:5][C:6]1[CH:24]=[CH:23][C:9]([C:10]([NH:12][CH:13]2[C:18]([CH3:20])([CH3:19])[C@H:17]3[CH2:21][C@:14]2([CH3:22])[CH2:15][CH2:16]3)=[O:11])=[CH:8][C:7]=1[S:25]([N:28]1[CH2:33][CH2:32][O:31][CH2:30][CH2:29]1)(=[O:27])=[O:26]>C(O)C.[Pd]>[CH3:1][O:2][CH2:3][CH2:4][CH2:5][C:6]1[CH:24]=[CH:23][C:9]([C:10]([NH:12][CH:13]2[C:18]([CH3:20])([CH3:19])[C@H:17]3[CH2:21][C@:14]2([CH3:22])[CH2:15][CH2:16]3)=[O:11])=[CH:8][C:7]=1[S:25]([N:28]1[CH2:29][CH2:30][O:31][CH2:32][CH2:33]1)(=[O:27])=[O:26]. Procedure details: To a solution of 4-(3-methoxy-prop-1-ynyl)-3-(morpholine-4-sulfonyl)-N-((1S,4R)-1,3,3-trimethyl-bicyclo[2.2.1]hept-2-yl)-benzamide 6.1 (220 mg, 0.46 mmol) in ethanol (20 mL) under nitrogen was added palladium on carbon (10 mg, 0.08 mmol). The reaction mixture was stirred under a hydrogen atmosphere for 2 hours then filtered through celite washing with ethanol. The solvent was evaporated and the residue was purified by silica gel chromatography using hexane/ethyl acetate (0-50%) to give the produ...